From a dataset of the Open Reaction Database (ORD), a public repository of structured organic reaction records. describe an organic reaction: reactants, conditions, products, and yield Reactants: OCC1N(CCC1)C1=CC=CC(=N1)NC=1C=2N(N=C(C1)C=1C=C(C(=O)OC)C=CC1)C=CN2 (methyl 3-(8-(6-(2-(hydroxymethyl)pyrrolidin-1-yl)pyridin-2-ylamino)imidazo[1,2-b]pyridazin-6-yl)benzoate), [OH-].[Na+] (NaOH). Solvent: O1CCOCC1 (dioxane), O (water). Reaction conditions: temperature 40 celsius, time 4 hour. Product: OCC1N(CCC1)C1=CC=CC(=N1)NC=1C=2N(N=C(C1)C=1C=C(C(=O)O)C=CC1)C=CN2 (3-(8-(6-(2-(hydroxymethyl)pyrrolidin-1-yl)pyridin-2-ylamino)imidazo[1,2-b]pyridazin-6-yl)benzoic acid). Isolated yield 53.6%. RXN SMILES: [OH:1][CH2:2][CH:3]1[CH2:7][CH2:6][CH2:5][N:4]1[C:8]1[N:13]=[C:12]([NH:14][C:15]2[C:16]3[N:17]([CH:31]=[CH:32][N:33]=3)[N:18]=[C:19]([C:21]3[CH:22]=[C:23]([CH:28]=[CH:29][CH:30]=3)[C:24]([O:26]C)=[O:25])[CH:20]=2)[CH:11]=[CH:10][CH:9]=1.[OH-].[Na+]>O1CCOCC1.O>[OH:1][CH2:2][CH:3]1[CH2:7][CH2:6][CH2:5][N:4]1[C:8]1[N:13]=[C:12]([NH:14][C:15]2[C:16]3[N:17]([CH:31]=[CH:32][N:33]=3)[N:18]=[C:19]([C:21]3[CH:22]=[C:23]([CH:28]=[CH:29][CH:30]=3)[C:24]([OH:26])=[O:25])[CH:20]=2)[CH:11]=[CH:10][CH:9]=1 |f:1.2|. Procedure: To a solution of methyl 3-(8-(6-(2-(hydroxymethyl)pyrrolidin-1-yl)pyridin-2-ylamino)imidazo[1,2-b]pyridazin-6-yl)benzoate (185 mg, 0.416 mmol) in dioxane (5 mL) and water (4.5 mL) was added NaOH (167 mg, 4.16 mmol), then the mixture was heated to 40° C. with stirring for 4 h. The solution was concentrated in vacuo then water (10 mL) was added and the solution was washed with dichloromethane (10 mL×3). The aqueous layer was adjusted to pH=4 by addition of concentrated HCl. The solid formed was fi...